This data is from the Open Reaction Database (ORD), a public repository of structured organic reaction records. The task is: describe an organic reaction: reactants, conditions, products, and yield Starting materials: ClCC(=O)NC1=CC(=NC2=CC=C(C=C12)C)N1CCS(C2=C(C1)C=CC=C2)(=O)=O (2-chloro-N-[2-(1,1-dioxido-2,3-dihydro-1,4-benzothiazepin-4(5H)-yl)-6-methylquinolin-4-yl]acetamide), [N-]=[N+]=[N-].[Na+] (sodium azide). Run in C(C)(=O)OCC (ethyl acetate), C(C)#N (acetonitrile). Reaction conditions: time 6 hour. Yields the product N(=[N+]=[N-])CC(=O)NC1=CC(=NC2=CC=C(C=C12)C)N1CCS(C2=C(C1)C=CC=C2)(=O)=O (2-Azido-N-[2-(1,1-dioxido-2,3-dihydro-1,4-benzothiazepin-4(5H)-yl)-6-methylquinolin-4-yl]acetamide). The yield is 90.0%. As a reaction SMILES: Cl[CH2:2][C:3]([NH:5][C:6]1[C:15]2[C:10](=[CH:11][CH:12]=[C:13]([CH3:16])[CH:14]=2)[N:9]=[C:8]([N:17]2[CH2:23][C:22]3[CH:24]=[CH:25][CH:26]=[CH:27][C:21]=3[S:20](=[O:29])(=[O:28])[CH2:19][CH2:18]2)[CH:7]=1)=[O:4].[N-:30]=[N+:31]=[N-:32].[Na+]>C(#N)C.C(OCC)(=O)C>[N:30]([CH2:2][C:3]([NH:5][C:6]1[C:15]2[C:10](=[CH:11][CH:12]=[C:13]([CH3:16])[CH:14]=2)[N:9]=[C:8]([N:17]2[CH2:23][C:22]3[CH:24]=[CH:25][CH:26]=[CH:27][C:21]=3[S:20](=[O:29])(=[O:28])[CH2:19][CH2:18]2)[CH:7]=1)=[O:4])=[N+:31]=[N-:32] |f:1.2|. Reported procedure: To a solution of 2-chloro-N-[2-(1,1-dioxido-2,3-dihydro-1,4-benzothiazepin-4(5H)-yl)-6-methylquinolin-4-yl]acetamide (120 mg, 0.28 mmol) in acetonitrile (3 mL) was added sodium azide (72 mg, 1.1 mmol). The resulting mixture was stirred at room temperature for 6 hours. The reaction was diluted with ethyl acetate (20 mL), washed with water (10 mL), dried over sodium sulfate, and concentrated in vacuo. The residue was purified by column chromatography on silica gel (20% ethyl acetate in petroleum e... RXN SMILES: [C:48]([O:49][BH-:50]([O:51][C:52](=[O:53])[CH3:54])[O:55][C:56](=[O:57])[CH3:58])(=[O:59])[CH3:60].[CH:1]1([NH:7][C:8]2=[N:9][C:10](=[O:25])[N:11]([c:18]3[cH:19][c:20]([F:24])[cH:21][cH:22][cH:23]3)[C:12]23[CH2:13][CH2:14][NH:15][CH2:16][CH2:17]3)[CH2:2][CH2:3][CH2:4][CH2:5][CH2:6]1.[CH:26]([N:27]([CH2:28][CH3:29])[CH:30]([CH3:31])[CH3:32])([CH3:33])[CH3:34].[CH:35](=[O:36])[c:37]1[cH:38][c:39]([CH2:43][CH:44]([C:45]#[N:46])[CH3:47])[cH:40][cH:41][cH:42]1.[Cl:62][CH:63]([Cl:64])[CH3:65].[Na+:61]>>[CH:1]1([NH:7][C:8]2=[N:9][C:10](=[O:25])[N:11]([c:18]3[cH:19][c:20]([F:24])[cH:21][cH:22][cH:23]3)[C:12]23[CH2:13][CH2:14][N:15]([CH2:35][c:37]2[cH:38][c:39]([CH2:43][CH:44]([C:45]#[N:46])[CH3:47])[cH:40][cH:41][cH:42]2)[CH2:16][CH2:17]3)[CH2:2][CH2:3][CH2:4][CH2:5][CH2:6]1. Product: CC(C#N)Cc1cccc(CN2CCC3(CC2)C(NC2CCCCC2)=NC(=O)N3c2cccc(F)c2)c1. Reactants: CC(=O)O[BH-](OC(C)=O)OC(C)=O, O=C1N=C(NC2CCCCC2)C2(CCNCC2)N1c1cccc(F)c1, CCN(C(C)C)C(C)C, CC(C#N)Cc1cccc(C=O)c1, CC(Cl)Cl, [Na+]. Starting materials: IC=1C=C(C(=O)N)C=CC1C (3-iodo-4-methylbenzamide), COC(N(C)C)OC (1,1-dimethoxy-N,N-dimethylmethanamine). Conditions: temperature 90 celsius, time 2 hour. Product: CN(C)\C=N\C(C1=CC(=C(C=C1)C)I)=O ((E)-N-((dimethylamino)methylene)-3-iodo-4-methylbenzamide). Isolated yield 78.1%. Reaction SMILES: [I:1][C:2]1[CH:3]=[C:4]([CH:8]=[CH:9][C:10]=1[CH3:11])[C:5]([NH2:7])=[O:6].CO[CH:14](OC)[N:15]([CH3:17])[CH3:16]>>[CH3:14][N:15](/[CH:17]=[N:7]/[C:5](=[O:6])[C:4]1[CH:8]=[CH:9][C:10]([CH3:11])=[C:2]([I:1])[CH:3]=1)[CH3:16]. Procedure: A suspension of 3-iodo-4-methylbenzamide (preparation 48a, 2.00 g, 7.7 mmol) in 1,1-dimethoxy-N,N-dimethylmethanamine (4.0 mL, 30.1 mmol) was heated in a sealed tube at 90° C. with stirring. After 2 hours, the mixture was cooled and concentrated in vacuo. The residue was triturated with diethyl ether and hexanes, and the solid that formed was filtered and dried to give the title compound (1.90 g, 78%) as a yellow solid. Starting materials: B, COC(OC)(OC)OC, COC(=O)CCc1ccc(N2CCN(CCC34CCN(CC3)CC4)C2=O)cc1, CO, Cl. The product is Cl, O=C(O)CCc1ccc(N2CCN(CCC34CCN(CC3)CC4)C2=O)cc1. As a reaction SMILES: [BH3:30].[C:31]([O:32][CH3:33])([O:34][CH3:35])([O:36][CH3:37])[O:38][CH3:39].[CH3:2][O:3][C:4](=[O:5])[CH2:6][CH2:7][c:8]1[cH:9][cH:10][c:11]([N:14]2[C:15](=[O:29])[N:16]([CH2:19][CH2:20][C:21]34[CH2:22][CH2:23][N:24]([CH2:25][CH2:26]3)[CH2:27][CH2:28]4)[CH2:17][CH2:18]2)[cH:12][cH:13]1.[CH3:40][OH:41].[ClH:1]>>[ClH:1].[O:3]=[C:4]([OH:5])[CH2:6][CH2:7][c:8]1[cH:9][cH:10][c:11]([N:14]2[C:15](=[O:29])[N:16]([CH2:19][CH2:20][C:21]34[CH2:22][CH2:23][N:24]([CH2:25][CH2:26]3)[CH2:27][CH2:28]4)[CH2:17][CH2:18]2)[cH:12][cH:13]1.